Dataset: the Open Reaction Database (ORD), a public repository of structured organic reaction records. Task: describe an organic reaction: reactants, conditions, products, and yield Starting materials: Cn1c(Br)nc2c(N3CCOCC3)nc(Cl)nc21, CC(C)(C)OC(=O)N1CCC(O)CC1, CCOC(C)=O, [H-], [Na+], CN(C)C=O. Product: Cn1c(OC2CCN(C(=O)OC(C)(C)C)CC2)nc2c(N3CCOCC3)nc(Cl)nc21. Reaction SMILES: [Br:17][c:18]1[n:19]([CH3:34])[c:20]2[n:21][c:22]([Cl:33])[n:23][c:24]([N:27]3[CH2:28][CH2:29][O:30][CH2:31][CH2:32]3)[c:25]2[n:26]1.[C:3]([CH3:4])([CH3:5])([CH3:6])[O:7][C:8](=[O:9])[N:10]1[CH2:11][CH2:12][CH:13]([OH:16])[CH2:14][CH2:15]1.[CH3:40][CH2:41][O:42][C:43]([CH3:44])=[O:45].[H-:1].[Na+:2].[O:35]=[CH:36][N:37]([CH3:38])[CH3:39]>>[C:3]([CH3:4])([CH3:5])([CH3:6])[O:7][C:8](=[O:9])[N:10]1[CH2:11][CH2:12][CH:13]([O:16][c:18]2[n:19]([CH3:34])[c:20]3[n:21][c:22]([Cl:33])[n:23][c:24]([N:27]4[CH2:28][CH2:29][O:30][CH2:31][CH2:32]4)[c:25]3[n:26]2)[CH2:14][CH2:15]1. The reactants are C(C)(=O)O[C@H]1[C@H](OC[C@H]([C@@H]1OC(C)=O)OC(C)=O)Br (2,3,4-tri-O-acetyl-α-D-xylopyranosyl bromide), [N-]=[N+]=[N-].[Na+] (sodium azide), O (Water). Solvent: C(C)#N (acetonitrile). Reaction conditions: temperature 60 celsius, time 4 hour. The product is C(C)(=O)O[C@H]1[C@@H](OC[C@H]([C@@H]1OC(C)=O)OC(C)=O)N=[N+]=[N-] (2,3,4-tri-O-acetyl-1-azido-1-deoxy-β-D-xylopyranose). Yield: 51.0%. Reaction SMILES: [C:1]([O:4][C@@H:5]1[C@@H:10]([O:11][C:12](=[O:14])[CH3:13])[C@H:9]([O:15][C:16](=[O:18])[CH3:17])[CH2:8][O:7][C@@H:6]1Br)(=[O:3])[CH3:2].[N-:20]=[N+:21]=[N-:22].[Na+].O>C(#N)C>[C:1]([O:4][C@@H:5]1[C@@H:10]([O:11][C:12](=[O:14])[CH3:13])[C@H:9]([O:15][C:16](=[O:18])[CH3:17])[CH2:8][O:7][C@H:6]1[N:20]=[N+:21]=[N-:22])(=[O:3])[CH3:2] |f:1.2|. Procedure details: In acetonitrile was dissolved 3 g of 2,3,4-tri-O-acetyl-α-D-xylopyranosyl bromide, and 2.88 g of dry sodium azide was added to the solution. The mixture was stirred at 60° C. for 4 hours. Water was added to the reaction and the mixture was extracted with chloroform. The chloroform layer was washed with water, dehydrated and subjected to silica gel column chromatography with a solvent system of chloroform-acetone (100:1) to obtain 1.36 g of 2,3,4-tri-O-acetyl-1-azido-1-deoxy-β-D-xylopyranose. Reactants: O=C(O)Cn1ccc(NC(=O)OC(c2ccccc2)c2ccccc2)nc1=O, Cl, O=C1CNCCN1S(=O)(=O)c1ccc(F)cc1[N+](=O)[O-]. The product is O=C(Nc1ccn(CC(=O)N2CCN(S(=O)(=O)c3ccc(F)cc3[N+](=O)[O-])C(=O)C2)c(=O)n1)OC(c1ccccc1)c1ccccc1. RXN SMILES: [CH:22]([c:23]1[cH:24][cH:25][cH:26][cH:27][cH:28]1)([c:29]1[cH:30][cH:31][cH:32][cH:33][cH:34]1)[O:35][C:36](=[O:37])[NH:38][c:39]1[n:40][c:41](=[O:49])[n:42]([CH2:45][C:46](=[O:47])[OH:48])[cH:43][cH:44]1.[ClH:21].[F:1][c:2]1[cH:3][c:4]([N+:18](=[O:19])[O-:20])[c:5]([S:8](=[O:9])(=[O:10])[N:11]2[C:12](=[O:17])[CH2:13][NH:14][CH2:15][CH2:16]2)[cH:6][cH:7]1>>[F:1][c:2]1[cH:3][c:4]([N+:18](=[O:19])[O-:20])[c:5]([S:8](=[O:9])(=[O:10])[N:11]2[C:12](=[O:17])[CH2:13][N:14]([C:46]([CH2:45][n:42]3[c:41](=[O:49])[n:40][c:39]([NH:38][C:36]([O:35][CH:22]([c:23]4[cH:24][cH:25][cH:26][cH:27][cH:28]4)[c:29]4[cH:30][cH:31][cH:32][cH:33][cH:34]4)=[O:37])[cH:44][cH:43]3)=[O:47])[CH2:15][CH2:16]2)[cH:6][cH:7]1. The reactants are CN1C=C(C2=C1N=CN(C2=O)CC(F)(F)F)C2=CC=CC=C2 (7-methyl-5-phenyl-3-(2,2,2-trifluoroethyl)-3H-pyrrolo[2,3-d]pyrimidin-4(7H)-one), BrBr (bromine). Run in CN(C)C=O (DMF). Reaction conditions: time 30 minute. Product: BrC1=C(C2=C(N=CN(C2=O)CC(F)(F)F)N1C)C1=CC=CC=C1 (6-Bromo-7-methyl-5-phenyl-3-(2,2,2-trifluoroethyl)-3H-pyrrolo[2,3-d]pyrimidin-4(7H)-one). Yield: 93.7%. RXN SMILES: [CH3:1][N:2]1[C:6]2[N:7]=[CH:8][N:9]([CH2:12][C:13]([F:16])([F:15])[F:14])[C:10](=[O:11])[C:5]=2[C:4]([C:17]2[CH:22]=[CH:21][CH:20]=[CH:19][CH:18]=2)=[CH:3]1.[Br:23]Br>CN(C=O)C>[Br:23][C:3]1[N:2]([CH3:1])[C:6]2[N:7]=[CH:8][N:9]([CH2:12][C:13]([F:14])([F:16])[F:15])[C:10](=[O:11])[C:5]=2[C:4]=1[C:17]1[CH:22]=[CH:21][CH:20]=[CH:19][CH:18]=1. Procedure: To a stirring solution of 7-methyl-5-phenyl-3-(2,2,2-trifluoroethyl)-3H-pyrrolo[2,3-d]pyrimidin-4(7H)-one (825 mg, 2.68 mmol) in anhydrous DMF (6 ml) at 0° C. was added bromine (0.152 ml, 2.95 mmol) and the mixture stirred for 30 min. The mixture was partitioned between ethyl acetate (50 ml) and an aqueous mixture (water, saturated sodium hydrogen carbonate solution and 20% w/w sodium thiosulfate solution, 3:1:4; 100 ml). The aqueous phase was separated and extracted using ethyl acetate (3×25 ml... Starting materials: CN(C)C=O, C[Si](CCCl)(c1ccc(F)cc1)c1ccc(F)cc1, CC(Cl)[Si](C)(c1ccc(F)cc1)c1ccc(F)cc1, [H-], [Na+], O, c1nc[nH]n1. The product is CC(n1cncn1)[Si](C)(c1ccc(F)cc1)c1ccc(F)cc1. As a reaction SMILES: [CH3:46][N:47]([CH3:48])[CH:49]=[O:50].[F:27][c:28]1[cH:29][cH:30][c:31]([Si:32]([c:33]2[cH:34][cH:35][c:36]([F:37])[cH:38][cH:39]2)([CH2:40][CH2:41][Cl:42])[CH3:43])[cH:44][cH:45]1.[F:8][c:9]1[cH:10][cH:11][c:12]([Si:15]([CH3:16])([CH:17]([CH3:18])[Cl:19])[c:20]2[cH:21][cH:22][c:23]([F:26])[cH:24][cH:25]2)[cH:13][cH:14]1.[H-:1].[Na+:2].[OH2:51].[nH:3]1[n:4][cH:5][n:6][cH:7]1>>[n:3]1([CH:17]([Si:15]([c:12]2[cH:11][cH:10][c:9]([F:8])[cH:14][cH:13]2)([CH3:16])[c:20]2[cH:21][cH:22][c:23]([F:26])[cH:24][cH:25]2)[CH3:18])[n:4][cH:5][n:6][cH:7]1. The reactants are BrCCOC1CCCCO1, O=C([O-])[O-], CN(C)C=O, [Cl-], COc1cc([N+](=O)[O-])c(F)cc1O, [K+], [K+], [NH4+]. Product: COc1cc([N+](=O)[O-])c(F)cc1OCCOC1CCCCO1. Reaction SMILES: [Br:14][CH2:15][CH2:16][O:17][CH:18]1[O:19][CH2:20][CH2:21][CH2:22][CH2:23]1.[C:24](=[O:25])([O-:26])[O-:27].[CH3:32][N:33]([CH3:34])[CH:35]=[O:36].[Cl-:30].[F:1][c:2]1[c:3]([N+:11](=[O:12])[O-:13])[cH:4][c:5]([O:9][CH3:10])[c:6]([OH:8])[cH:7]1.[K+:28].[K+:29].[NH4+:31]>>[F:1][c:2]1[c:3]([N+:11](=[O:12])[O-:13])[cH:4][c:5]([O:9][CH3:10])[c:6]([O:8][CH2:15][CH2:16][O:17][CH:18]2[O:19][CH2:20][CH2:21][CH2:22][CH2:23]2)[cH:7]1.